This data is from the Open Reaction Database (ORD), a public repository of structured organic reaction records. The task is: describe an organic reaction: reactants, conditions, products, and yield Reactants: COc1ccc2c(n1)c(C=O)cn2CCCCBr, CCCC[SnH](CCCC)CCCC, Cc1ccccc1, CC(C)(C#N)N=NC(C)(C)C#N. Yields the product COc1ccc2c(n1)c(C=O)c1n2CCCC1. As a reaction SMILES: [Br:1][CH2:2][CH2:3][CH2:4][CH2:5][n:6]1[cH:7][c:8]([CH:17]=[O:18])[c:9]2[n:10][c:11]([O:15][CH3:16])[cH:12][cH:13][c:14]12.[CH2:31]([SnH:32]([CH2:33][CH2:34][CH2:35][CH3:36])[CH2:37][CH2:38][CH2:39][CH3:40])[CH2:41][CH2:42][CH3:43].[CH3:44][c:45]1[cH:46][cH:47][cH:48][cH:49][cH:50]1.[N:19]#[C:20][C:21]([N:22]=[N:23][C:24]([C:25]#[N:26])([CH3:27])[CH3:28])([CH3:29])[CH3:30]>>[CH2:2]1[CH2:3][CH2:4][CH2:5][n:6]2[c:7]1[c:8]([CH:17]=[O:18])[c:9]1[n:10][c:11]([O:15][CH3:16])[cH:12][cH:13][c:14]21.